From a dataset of the Open Reaction Database (ORD), a public repository of structured organic reaction records. describe an organic reaction: reactants, conditions, products, and yield The reactants are N,N′-carbodiimidazol, C(C)(=O)OC12CC3(CC(CC(C1)C3)C2)C(=O)O (1-acetyloxy-3-carboxyadamantane), CNC (dimethylamine), C1(=NNCCCCCCCC1)C1=CCCCCCCCCC1 (diazabicycloundecene). Solvent: CN(C)C=O (DMF). Run at temperature 100 celsius, time 8 hour. Yields the product C(C)(=O)OC12CC3(CC(CC(C1)C3)C2)C(N(C)C)=O (1-acetyloxy-3-(N,N-dimethylcarbamoyl)adamantane). Yield: 70.0%. RXN SMILES: [CH3:1][NH:2][CH3:3].C1(C2CCCCCCCCCC=2)CCCCCCCCNN=1.[C:26]([O:29][C:30]12[CH2:39][CH:34]3[CH2:35][CH:36]([CH2:38][C:32]([C:40]([OH:42])=O)([CH2:33]3)[CH2:31]1)[CH2:37]2)(=[O:28])[CH3:27]>CN(C=O)C>[C:26]([O:29][C:30]12[CH2:39][CH:34]3[CH2:35][CH:36]([CH2:38][C:32]([C:40](=[O:42])[N:2]([CH3:3])[CH3:1])([CH2:33]3)[CH2:31]1)[CH2:37]2)(=[O:28])[CH3:27]. Procedure: In an atmosphere of nitrogen, 10 mmole of 1-acetyloxy-3-carboxyadamantane obtained by the above method was dissolved in 10 ml of DMF. To the mixture, 15 mmole of N,N′-carbodiimidazol in the form of powder was added in one portion. After stirring for 1 hour at the room temperature, 15 mmole of dimethylamine and 15 mmole of diazabicycloundecene were added. The mixture was heated to 100° C. and stirred for 8 hours. As a result, the conversion of 1-acetyloxy-3-carboxyadamantane was 80%, and 1-acetyl... The reactants are N1=CNC2=C1C=CC(=C2)N (benzimidazol-5-amine), FC=1C=C(CBr)C=C(C1)F (3,5-difluorobenzylbromide), C(=O)([O-])[O-].[K+].[K+] (K2CO3). The product is FC=1C=C(CN(C2=CC3=C(NC=N3)C=C2)CC2=CC(=CC(=C2)F)F)C=C(C1)F (N,N-Bis(3,5-difluorobenzyl)-1H-benzo[d]imidazol-5-amine). Reaction SMILES: [N:1]1[C:5]2[CH:6]=[CH:7][C:8]([NH2:10])=[CH:9][C:4]=2[NH:3][CH:2]=1.[F:11][C:12]1[CH:13]=[C:14]([CH:17]=[C:18]([F:20])[CH:19]=1)[CH2:15]Br.C([O-])([O-])=O.[K+].[K+]>>[F:11][C:12]1[CH:13]=[C:14]([CH:17]=[C:18]([F:20])[CH:19]=1)[CH2:15][N:10]([CH2:15][C:14]1[CH:13]=[C:12]([F:11])[CH:19]=[C:18]([F:20])[CH:17]=1)[C:8]1[CH:7]=[CH:6][C:5]2[NH:1][CH:2]=[N:3][C:4]=2[CH:9]=1 |f:2.3.4|. Procedure: The compound was synthesized starting from benzimidazol-5-amine (133 mg; 1 mmol; 1 eq.), 3,5-difluorobenzylbromide (455 mg; 0.285 ml; 2.2 mmol; 2.2 eq.) and K2CO3 (304 mg; 2.2 mmol; 2.2 eq.) according to method 5; Yield: 0.065 g (16.7%); MS m/z: 386.3 [M+H]+; 1H-NMR (500 MHz, DMSO d6): δ 4.75 (s, 4H); 6.67-6.70 (m, 2H); 6.97-6.99 (m, 4H); 7.07 (tt, 2H, 4J=2.3 Hz, 3JH,F=9.3 Hz); 7.36-7.37 (m, 1H); 7.94 (s, 1H); 11.96 (br s, 1H); HPLC (METHOD [A]): rt 16.26 min (100%) Starting materials: N (NH3), C(C)OP(OC1=C(C=C(C=C1)C(C)(C)C)C(C)(C)C)(OCC)=O (phosphoric acid 2,4-di-tert-butyl-phenyl ester diethyl ester), [Li] (Lithium). Run in CCOCC (Et2O). Run at temperature -78 celsius, time 15 minute. Yields the product C(C)(C)(C)C1=CC(=CC=C1)C(C)(C)C (1,3-di-tert-butyl-benzene). RXN SMILES: N.C(OP(=O)(OCC)O[C:7]1[CH:12]=[CH:11][C:10]([C:13]([CH3:16])([CH3:15])[CH3:14])=[CH:9][C:8]=1[C:17]([CH3:20])([CH3:19])[CH3:18])C.[Li]>CCOCC>[C:13]([C:10]1[CH:11]=[CH:12][CH:7]=[C:8]([C:17]([CH3:20])([CH3:19])[CH3:18])[CH:9]=1)([CH3:16])([CH3:15])[CH3:14] |^1:24|. Procedure: To NH3 (liquid, 250 mL) was added a solution of phosphoric acid 2,4-di-tert-butyl-phenyl ester diethyl ester (51 g, crude from last step, about 0.2 mol) in Et2O (anhydrous, 150 mL) at −78° C. under N2 atmosphere. Lithium metal was added to the solution in small pieces until a blue color persisted. The reaction mixture was stirred at −78° C. for 15 min and then quenched with sat. NH4Cl solution until the mixture turned colorless. Liquid NH3 was evaporated and the residue was dissolved in water, e... Reactants: CCN(C(C)C)C(C)C, Clc1ccc(C(c2ccccc2)N2CCNCC2)cc1, O=S(=O)(CCCCCCCl)NCCCO. Product: O=S(=O)(CCCCCCN1CCN(C(c2ccccc2)c2ccc(Cl)cc2)CC1)NCCCO. Reaction SMILES: [CH2:36]([N:37]([CH:38]([CH3:39])[CH3:40])[CH:41]([CH3:42])[CH3:43])[CH3:44].[Cl:1][c:2]1[cH:3][cH:4][c:5]([CH:8]([N:9]2[CH2:10][CH2:11][NH:12][CH2:13][CH2:14]2)[c:15]2[cH:16][cH:17][cH:18][cH:19][cH:20]2)[cH:6][cH:7]1.[OH:21][CH2:22][CH2:23][CH2:24][NH:25][S:26](=[O:27])(=[O:28])[CH2:29][CH2:30][CH2:31][CH2:32][CH2:33][CH2:34][Cl:35]>>[Cl:1][c:2]1[cH:3][cH:4][c:5]([CH:8]([N:9]2[CH2:10][CH2:11][N:12]([CH2:34][CH2:33][CH2:32][CH2:31][CH2:30][CH2:29][S:26]([NH:25][CH2:24][CH2:23][CH2:22][OH:21])(=[O:27])=[O:28])[CH2:13][CH2:14]2)[c:15]2[cH:16][cH:17][cH:18][cH:19][cH:20]2)[cH:6][cH:7]1. Starting materials: CCN(CC)CCCNC(=O)c1nc(Nc2nc(-c3ccc(C)cc3)cs2)ncc1C(F)(F)F, COc1ccc(-c2csc(Nc3ncc(C(F)(F)F)c(C(=O)NCCCN(C)C)n3)n2)cc1. The product is CCN(CC)CCCNC(=O)c1nc(Nc2nc(-c3ccc(OC)cc3)cs2)ncc1C(F)(F)F. RXN SMILES: [CH3:1][c:2]1[cH:3][cH:4][c:5](-[c:8]2[n:9][c:10]([NH:13][c:14]3[n:15][cH:16][c:17]([C:31]([F:32])([F:33])[F:34])[c:18]([C:20]([NH:21][CH2:22][CH2:23][CH2:24][N:25]([CH2:26][CH3:27])[CH2:28][CH3:29])=[O:30])[n:19]3)[s:11][cH:12]2)[cH:6][cH:7]1.[CH3:35][O:36][c:37]1[cH:38][cH:39][c:40](-[c:41]2[n:42][c:43]([NH:44][c:45]3[n:46][c:47]([C:48](=[O:49])[NH:50][CH2:51][CH2:52][CH2:53][N:54]([CH3:55])[CH3:56])[c:57]([C:58]([F:59])([F:60])[F:61])[cH:62][n:63]3)[s:64][cH:65]2)[cH:66][cH:67]1>>[c:2]1([O:36][CH3:35])[cH:3][cH:4][c:5](-[c:8]2[n:9][c:10]([NH:13][c:14]3[n:15][cH:16][c:17]([C:31]([F:32])([F:33])[F:34])[c:18]([C:20]([NH:21][CH2:22][CH2:23][CH2:24][N:25]([CH2:26][CH3:27])[CH2:28][CH3:29])=[O:30])[n:19]3)[s:11][cH:12]2)[cH:6][cH:7]1. The reactants are C(#N)C1=C(C=C(C=C1)B(O)O)F ((4-Cyano-3-fluorophenyl)boronic acid), Thiol, C(=O)(O)[O-].[Na+] (NaHCO3), ClC1=CC(=NC(=N1)NC)N1C[C@H](OC[C@H]1CC)C(=O)NCC1=CC=CC=C1 ((2S,5R)-4-[6-chloro-2-(methylamino)-4-pyrimidinyl]-5-ethyl-N-(phenylmethyl)-2-morpholinecarboxamide). Reagents/catalysts: C=1C=CC(=CC1)[P](C=2C=CC=CC2)(C=3C=CC=CC3)[Pd]([P](C=4C=CC=CC4)(C=5C=CC=CC5)C=6C=CC=CC6)([P](C=7C=CC=CC7)(C=8C=CC=CC8)C=9C=CC=CC9)[P](C=1C=CC=CC1)(C=1C=CC=CC1)C=1C=CC=CC1 (Pd(PPh3)4). Solvent: O1CCOCC1 (1,4-dioxane). Reaction conditions: time 2 hour. Yields the product C(#N)C1=C(C=C(C=C1)C1=CC(=NC(=N1)NC)N1C[C@H](OC[C@H]1CC)C(=O)NCC1=CC=CC=C1)F ((2S,5R)-4-[6-(4-Cyano-3-fluorophenyl)-2-(methylamino)-4-pyrimidinyl]-5-ethyl-N-(phenylmethyl)-2-morpholinecarboxamide). Yield: 95.6%. As a reaction SMILES: [C:1]([C:3]1[CH:8]=[CH:7][C:6](B(O)O)=[CH:5][C:4]=1[F:12])#[N:2].Cl[C:14]1[N:19]=[C:18]([NH:20][CH3:21])[N:17]=[C:16]([N:22]2[C@H:27]([CH2:28][CH3:29])[CH2:26][O:25][C@H:24]([C:30]([NH:32][CH2:33][C:34]3[CH:39]=[CH:38][CH:37]=[CH:36][CH:35]=3)=[O:31])[CH2:23]2)[CH:15]=1.C([O-])(O)=O.[Na+]>O1CCOCC1.C1C=CC([P]([Pd]([P](C2C=CC=CC=2)(C2C=CC=CC=2)C2C=CC=CC=2)([P](C2C=CC=CC=2)(C2C=CC=CC=2)C2C=CC=CC=2)[P](C2C=CC=CC=2)(C2C=CC=CC=2)C2C=CC=CC=2)(C2C=CC=CC=2)C2C=CC=CC=2)=CC=1>[C:1]([C:3]1[CH:8]=[CH:7][C:6]([C:14]2[N:19]=[C:18]([NH:20][CH3:21])[N:17]=[C:16]([N:22]3[C@H:27]([CH2:28][CH3:29])[CH2:26][O:25][C@H:24]([C:30]([NH:32][CH2:33][C:34]4[CH:39]=[CH:38][CH:37]=[CH:36][CH:35]=4)=[O:31])[CH2:23]3)[CH:15]=2)=[CH:5][C:4]=1[F:12])#[N:2] |f:2.3,^1:54,56,75,94|. Procedure: (4-Cyano-3-fluorophenyl)boronic acid (0.266 g, 1.61 mmol) was added to a 20 mL microwave vessel followed by the addition of Pd(PPh3)4 (0.047 g, 0.040 mmol) and (2S,5R)-4-[6-chloro-2-(methylamino)-4-pyrimidinyl]-5-ethyl-N-(phenylmethyl)-2-morpholinecarboxamide (0.314 g, 0.805 mmol) dissolved in 1,4-dioxane (5 mL). Saturated aqueous NaHCO3 (2.5 mL) was added and the reaction was irradiated at 130° C. for 30 minutes. SiliaBond® Thiol (3.10 g, 4.03 mmol) was added to the reaction and it was stirred ... The reactants are [O-]CC.[Na+] (sodium ethoxide), [Cl-].[NH4+] (ammonium chloride), C(C1=CC=CC=C1)OC1=CC(=C(C=O)C=C1)Cl (4-benzyloxy-2-chlorobenzaldehyde), C(C)(=O)O.C(C)N=[N+]=[N-] (ethyl azide acetate). Solvent: C(C)O (ethanol), C(C)O (ethanol). Reaction conditions: temperature -10 celsius, time 5 hour. Product: C(C1=CC=CC=C1)OC1=CC(=C(C=C1)C=C(C(=O)OCC)N=[N+]=[N-])Cl (ethyl 3-(4-benzyloxy-2-chlorophenyl)-2-azidopropenoate). Yield: 57.4%. RXN SMILES: [CH2:1]([O:8][C:9]1[CH:16]=[CH:15][C:12]([CH:13]=O)=[C:11]([Cl:17])[CH:10]=1)[C:2]1[CH:7]=[CH:6][CH:5]=[CH:4][CH:3]=1.[C:18]([OH:21])(=[O:20])[CH3:19].C([N:24]=[N+:25]=[N-:26])C.[O-][CH2:28][CH3:29].[Na+].[Cl-].[NH4+]>C(O)C>[CH2:1]([O:8][C:9]1[CH:16]=[CH:15][C:12]([CH:13]=[C:19]([N:24]=[N+:25]=[N-:26])[C:18]([O:21][CH2:28][CH3:29])=[O:20])=[C:11]([Cl:17])[CH:10]=1)[C:2]1[CH:7]=[CH:6][CH:5]=[CH:4][CH:3]=1 |f:1.2,3.4,5.6|. Procedure: An ethanol solution, 70 ml, containing 5.40 g (21.9 mmol) of 4-benzyloxy-2-chlorobenzaldehyde and 11.3 g (87.6 mmol) of ethyl azide acetate was gradually added dropwise to 70 ml of an ethanol solution of 5.95 g (87.6 mmol) of sodium ethoxide at −10° C. After stirring at −10° C. for further 5 hours, the reaction temperature was slowly elevated to room temperature. The reaction mixture was poured onto 200 ml of saturated ammonium chloride aqueous solution and the mixture was extracted three times ... Reactants: CS(=O)(=O)OC[C@@H](C(=O)OC)NC(C1=CC=CC=C1)(C1=CC=CC=C1)C1=CC=CC=C1 (methyl (2S)-3-[(methylsulfonyl)oxy]-2-(tritylamino)propanoate), [I-].[Na+] (sodium iodide). Run in CC(=O)C (acetone). Product: IC[C@@H](C(=O)OC)NC(C1=CC=CC=C1)(C1=CC=CC=C1)C1=CC=CC=C1 (methyl (2R)-3-iodo-2-(tritylamino)propanoate). The yield is 89.0%. RXN SMILES: CS(O[CH2:6][C@H:7]([NH:12][C:13]([C:26]1[CH:31]=[CH:30][CH:29]=[CH:28][CH:27]=1)([C:20]1[CH:25]=[CH:24][CH:23]=[CH:22][CH:21]=1)[C:14]1[CH:19]=[CH:18][CH:17]=[CH:16][CH:15]=1)[C:8]([O:10][CH3:11])=[O:9])(=O)=O.[I-:32].[Na+]>CC(C)=O>[I:32][CH2:6][C@H:7]([NH:12][C:13]([C:20]1[CH:21]=[CH:22][CH:23]=[CH:24][CH:25]=1)([C:14]1[CH:19]=[CH:18][CH:17]=[CH:16][CH:15]=1)[C:26]1[CH:27]=[CH:28][CH:29]=[CH:30][CH:31]=1)[C:8]([O:10][CH3:11])=[O:9] |f:1.2|. Reported procedure: To a solution of methyl (2S)-3-[(methylsulfonyl)oxy]-2-(tritylamino)propanoate CII (22 g; 0.05 mol) in acetone (700 mL) was added sodium iodide (150 g; 1.0 mol) and stirred at r.t. for one week under argon. The acetone was evaporated and the residue was dissolved in diethyl ether (1.5 L). The solids were filtered and the solvent reduced to 1 L before washing with 10% aq Na2S2O3 (3×) and water (200 mL). The solvent was removed under reduced pressure and the residue purified on a silica gel column... The reactants are COC(=O)C1CC(NC(=O)OC(C)(C)C)C=CC1NC(=O)OCc1ccccc1, CO, ClCCl, [Na+], [OH-]. The product is CC(C)(C)OC(=O)NC1C=CC(NC(=O)OCc2ccccc2)C(C(=O)O)C1. Reaction SMILES: [CH2:1]([c:2]1[cH:3][cH:4][cH:5][cH:6][cH:7]1)[O:8][C:9](=[O:10])[NH:11][CH:12]1[CH:13]([C:26](=[O:27])[O:28][CH3:29])[CH2:14][CH:15]([NH:18][C:19](=[O:20])[O:21][C:22]([CH3:23])([CH3:24])[CH3:25])[CH:16]=[CH:17]1.[CH3:32][OH:33].[Cl:34][CH2:35][Cl:36].[Na+:31].[OH-:30]>>[CH2:1]([c:2]1[cH:3][cH:4][cH:5][cH:6][cH:7]1)[O:8][C:9](=[O:10])[NH:11][CH:12]1[CH:13]([C:26](=[O:27])[OH:28])[CH2:14][CH:15]([NH:18][C:19](=[O:20])[O:21][C:22]([CH3:23])([CH3:24])[CH3:25])[CH:16]=[CH:17]1.